Dataset: the Open Reaction Database (ORD), a public repository of structured organic reaction records. Task: describe an organic reaction: reactants, conditions, products, and yield Reactants: N1N=CC(=C1)C1=CC2=C(C=3N=C(SC3CCO2)C(=O)O)C=C1 (8-(1H-Pyrazol-4-yl)-4,5-dihydro-6-oxa-3-thia-1-aza-benzo[e]azulene-2-carboxylic acid), C1[C@@H]2N(CCN1)CCCC2 ((R)-octahydro-1H-pyrido[1,2-a]pyrazine). The product is C1[C@@H]2N(CCN1C(=O)C=1SC=3CCOC4=C(C3N1)C=CC(=C4)C=4C=NNC4)CCCC2 ((R)-Octahydro-pyrido[1,2-a]pyrazin-2-yl-[8-(1H-pyrazol-4-yl)-4,5-dihydro-6-oxa-3-thia-1-aza-benzo[e]azulen-2-yl]-methanone). RXN SMILES: [NH:1]1[CH:5]=[C:4]([C:6]2[CH:22]=[CH:21][C:9]3[C:10]4[N:11]=[C:12]([C:18]([OH:20])=O)[S:13][C:14]=4[CH2:15][CH2:16][O:17][C:8]=3[CH:7]=2)[CH:3]=[N:2]1.[CH2:23]1[NH:28][CH2:27][CH2:26][N:25]2[CH2:29][CH2:30][CH2:31][CH2:32][C@H:24]12>>[CH2:23]1[N:28]([C:18]([C:12]2[S:13][C:14]3[CH2:15][CH2:16][O:17][C:8]4[CH:7]=[C:6]([C:4]5[CH:5]=[N:1][NH:2][CH:3]=5)[CH:22]=[CH:21][C:9]=4[C:10]=3[N:11]=2)=[O:20])[CH2:27][CH2:26][N:25]2[CH2:29][CH2:30][CH2:31][CH2:32][C@H:24]12. Procedure: Following the procedure for 103, 8-(1H-Pyrazol-4-yl)-4,5-dihydro-6-oxa-3-thia-1-aza-benzo[e]azulene-2-carboxylic acid (50.0 mg, 0.2 mmol) was reacted with (R)-octahydro-1H-pyrido[1,2-a]pyrazine (1.2 equiv) to give 197 (M+1 436.0)